Dataset: the Open Reaction Database (ORD), a public repository of structured organic reaction records. Task: describe an organic reaction: reactants, conditions, products, and yield Reactants: N1(CCNCC1)C(=O)OC(C)(C)C (tert-Butyl piperazine-1-carboxylate), CC1=C(C(=O)O)C=CC=C1C (2,3-dimethylbenzoic acid), ON1N=NC2=C1C=CC=C2 (1-hydroxybenzotriazole), Cl.C(C)N=C=NCCCN(C)C (1-ethyl-3-(3-dimethylamino- propyl)carbodiimide hydrochloride). Reaction conditions: time 2 hour. Yields the product CC1=C(C(=O)N2CCN(CC2)C(=O)OC(C)(C)C)C=CC=C1C (tert-Butyl 4-(2,3-dimethylbenzoyl)piperazine-1-carboxylate). As a reaction SMILES: [N:1]1([C:7]([O:9][C:10]([CH3:13])([CH3:12])[CH3:11])=[O:8])[CH2:6][CH2:5][NH:4][CH2:3][CH2:2]1.[CH3:14][C:15]1[C:23]([CH3:24])=[CH:22][CH:21]=[CH:20][C:16]=1[C:17](O)=[O:18].ON1C2C=CC=CC=2N=N1.Cl.C(N=C=NCCCN(C)C)C>>[CH3:14][C:15]1[C:23]([CH3:24])=[CH:22][CH:21]=[CH:20][C:16]=1[C:17]([N:4]1[CH2:5][CH2:6][N:1]([C:7]([O:9][C:10]([CH3:13])([CH3:12])[CH3:11])=[O:8])[CH2:2][CH2:3]1)=[O:18] |f:3.4|. Procedure: tert-Butyl piperazine-1-carboxylate(0.50 g, 2.6 mmol), 2,3-dimethylbenzoic acid (0.44 g, 2.9 mmol), 1-hydroxybenzotriazole (HOBT) (0.45 g, 2.9 mmol) and 1-ethyl-3-(3-dimethylamino- propyl)carbodiimide hydrochloride (EDC.HCl) (0.56 g, 2.9 mmol) were added to dry, degassed dimethylformamide (7 mL). The pH of the reaction was adjusted to 7 with triethylamine, and the reaction stirred for 2 h. The dimethylformamide (DMF) was distilled in vacuo, and the residue partitioned between ethyl acetate and w... Solvent: CC(=O)C (acetone). Yields the product FC(OC1=CC=CC(=C1C(=O)O)OC1=NC(=CC(=N1)OC)OC)F (6-difluoromethoxy-2-(4,6-dimethoxypyrimidin-2-yl)oxy benzoic acid). Reaction conditions: time 3 hour. Reported procedure: 6-difluoromethoxy-2-(4,6-dimethoxypyrimidin-2-yl)oxybenzaldehyde (3 g) was dissolved in acetone (30 ml). Then, an equimolar amount of an aqueous potassium permanganate solution (10 ml) was dropwise added thereto. The mixture was stirred at room temperature for 3 hours. Then, the precipitate was filtered. A large amount of water was added to the filtrate, and unreacted material was removed by extraction with ethyl ether. The aqueous phase was acidified with a 5% hydrochloric acid aqueous solution... Reaction SMILES: [F:1][CH:2]([F:23])[O:3][C:4]1[C:9]([CH:10]=[O:11])=[C:8]([O:12][C:13]2[N:18]=[C:17]([O:19][CH3:20])[CH:16]=[C:15]([O:21][CH3:22])[N:14]=2)[CH:7]=[CH:6][CH:5]=1.[Mn]([O-])(=O)(=O)=[O:25].[K+]>CC(C)=O>[F:23][CH:2]([F:1])[O:3][C:4]1[C:9]([C:10]([OH:25])=[O:11])=[C:8]([O:12][C:13]2[N:14]=[C:15]([O:21][CH3:22])[CH:16]=[C:17]([O:19][CH3:20])[N:18]=2)[CH:7]=[CH:6][CH:5]=1 |f:1.2|. Reactants: [Mn](=O)(=O)(=O)[O-].[K+] (potassium permanganate), FC(OC1=CC=CC(=C1C=O)OC1=NC(=CC(=N1)OC)OC)F (6-difluoromethoxy-2-(4,6-dimethoxypyrimidin-2-yl)oxybenzaldehyde), compound. Yields the product CC1CCN(Cc2ccccc2)C(C(=O)O)C1, Cc1ccc(S(=O)(=O)O)cc1. Reaction SMILES: [CH3:2][CH:3]1[CH2:4][CH:5]([C:9](=[O:10])[OH:11])[NH:6][CH2:7][CH2:8]1.[ClH:1].[OH2:20].[OH2:32].[OH:12][CH2:13][c:14]1[cH:15][cH:16][cH:17][cH:18][cH:19]1.[c:21]1([CH3:31])[cH:22][cH:23][c:24]([S:27](=[O:28])(=[O:29])[OH:30])[cH:25][cH:26]1.[cH:33]1[cH:34][cH:35][cH:36][cH:37][cH:38]1>>[CH3:2][CH:3]1[CH2:4][CH:5]([C:9](=[O:10])[OH:11])[N:6]([CH2:13][c:14]2[cH:15][cH:16][cH:17][cH:18][cH:19]2)[CH2:7][CH2:8]1.[c:21]1([CH3:31])[cH:22][cH:23][c:24]([S:27](=[O:28])(=[O:29])[OH:30])[cH:25][cH:26]1. Starting materials: CC1CCNC(C(=O)O)C1, Cl, O, O, OCc1ccccc1, Cc1ccc(S(=O)(=O)O)cc1, c1ccccc1. Reactants: FC(C(=O)O)(F)F (Trifluoroacetic acid), C(C)(C)(C)OC(NCCNC(=O)NC1=CC(=CC=C1)C1=CN=C2N1C=CC(=C2)C2=CC=C(C=C2)F)=O ([2-(3-{3-[7-(4-fluoro-phenyl)-imidazo[1,2-a]pyridin-3-yl]-phenyl}-ureido)-ethyl]-carbamic acid tert-butyl ester). The solvent is C(Cl)Cl (CH2Cl2). Product: NCCNC(=O)NC1=CC(=CC=C1)C1=CN=C2N1C=CC(=C2)C2=CC=C(C=C2)F (1-(2-Amino-ethyl)-3-{3-[7-(4-fluoro-phenyl)-imidazo[1,2-a]pyridin-3-yl]-phenyl}-urea). The yield is 15.1%. As a reaction SMILES: FC(F)(F)C(O)=O.C(OC(=O)[NH:14][CH2:15][CH2:16][NH:17][C:18]([NH:20][C:21]1[CH:26]=[CH:25][CH:24]=[C:23]([C:27]2[N:31]3[CH:32]=[CH:33][C:34]([C:36]4[CH:41]=[CH:40][C:39]([F:42])=[CH:38][CH:37]=4)=[CH:35][C:30]3=[N:29][CH:28]=2)[CH:22]=1)=[O:19])(C)(C)C>C(Cl)Cl>[NH2:14][CH2:15][CH2:16][NH:17][C:18]([NH:20][C:21]1[CH:26]=[CH:25][CH:24]=[C:23]([C:27]2[N:31]3[CH:32]=[CH:33][C:34]([C:36]4[CH:37]=[CH:38][C:39]([F:42])=[CH:40][CH:41]=4)=[CH:35][C:30]3=[N:29][CH:28]=2)[CH:22]=1)=[O:19]. Reported procedure: Trifluoroacetic acid (1 ml) was added to a stirred solution of [2-(3-{3-[7-(4-fluoro-phenyl)-imidazo[1,2-a]pyridin-3-yl]-phenyl}-ureido)-ethyl]-carbamic acid tert-butyl ester (85 mg, 0.17 mmol) in CH2Cl2 (2 ml) at 0° C. After 1 h the volatiles were removed in vacuo and the residue was purified by preparative HPLC to give the title compound (10 mg, solid).